This data is from the Open Reaction Database (ORD), a public repository of structured organic reaction records. The task is: describe an organic reaction: reactants, conditions, products, and yield Reactants: [N+](=O)(O)[O-] (nitric acid), N (ammonia), CC1(C(N(C(N1)=O)C1=CC=C(C=C1)SC(F)(F)F)=O)C (5,5-dimethyl-3-{4-[(trifluoro-methyl)thio]phenyl}imidazolidine-2,4-dione), ice. Run in S(O)(O)(=O)=O (sulphuric acid), S(O)(O)(=O)=O (sulphuric acid). Conditions: temperature 0 celsius, time 4 hour. Product: CC1(C(N(C(N1)=O)C1=CC(=C(C=C1)SC(F)(F)F)[N+](=O)[O-])=O)C (5,5-dimethyl-3-{3-nitro-4-[(trifluoromethyl)thio]phenyl}imidazolidine-2,4-dione). As a reaction SMILES: [CH3:1][C:2]1([CH3:20])[NH:6][C:5](=[O:7])[N:4]([C:8]2[CH:13]=[CH:12][C:11]([S:14][C:15]([F:18])([F:17])[F:16])=[CH:10][CH:9]=2)[C:3]1=[O:19].[N+:21]([O-])([OH:23])=[O:22].N>S(=O)(=O)(O)O>[CH3:1][C:2]1([CH3:20])[NH:6][C:5](=[O:7])[N:4]([C:8]2[CH:13]=[CH:12][C:11]([S:14][C:15]([F:18])([F:17])[F:16])=[C:10]([N+:21]([O-:23])=[O:22])[CH:9]=2)[C:3]1=[O:19]. Procedure details: To a solution of 3.8 g of 5,5-dimethyl-3-{4-[(trifluoro-methyl)thio]phenyl}imidazolidine-2,4-dione obtained in stage a) below in 7 mL of concentrated sulphuric acid is added dropwise at −5° C. a mixture of nitric acid (0.75 mL) in 3 mL of concentrated sulphuric acid. After stirring for 4 hours at 0° C. (ice bath) the mixture is poured onto 150 g of ice and the pH is raised to 10 by addition of concentrated aqueous ammonia. The aqueous phase is then extracted with twice 150 mL of ethyl acetate an... The reactants are C(CCCC#C)(=O)O (hex-5-ynoic acid), [H-].[Na+] (sodium hydride), [H][H] (hydrogen), C(C1=CC=CC=C1)Br (benzyl bromide). The solvent is CN(C=O)C (dimethylformamide). Reaction conditions: temperature 80 celsius. Product: desired title product, C1(=CC=CC=C1)CC#CCCCC(=O)O (7-phenylhept-5-ynoic acid). Reaction SMILES: [C:1]([OH:8])(=[O:7])[CH2:2][CH2:3][CH2:4][C:5]#[CH:6].[H-].[Na+].[H][H].[CH2:13](Br)[C:14]1[CH:19]=[CH:18][CH:17]=[CH:16][CH:15]=1>CN(C)C=O>[C:14]1([CH2:13][C:6]#[C:5][CH2:4][CH2:3][CH2:2][C:1]([OH:8])=[O:7])[CH:19]=[CH:18][CH:17]=[CH:16][CH:15]=1 |f:1.2|. Procedure: A solution of hex-5-ynoic acid (1 mmole) in dimethylformamide (50 ml) is treated with sodium hydride (2 mmole; 50% dispersion in oil) first at room temperature, then at 60° C. A copious evolution of hydrogen occurs. Then, the solution is cooled and benzyl bromide (1.5 mmole) is added. The reaction mixture is heated to 80° C. and maintained thereat until then layer chromatography indicates the consumption of all the hex-5-ynoic acid. After cooling, the solution is poured onto a 10% sodium hydroxi... The reactants are C(=O)C1=CC=C(C(=O)O)C=C1 (4-formyl-benzoic acid), C(=O)(OCC)P(C1=CC=CC=C1)(C1=CC=CC=C1)C1=CC=CC=C1 (carboethoxytriphenylphosphorane), C1CCOC1 (THF), [OH-].[Na+] (NaOH). The solvent is O (water), O (water). Conditions: time 8 hour. Yields the product C(C)OC(=O)/C=C/C1=CC=C(C(=O)O)C=C1 (4-(2E-Ethoxycarbonyl-vinyl)-benzoic acid). Isolated yield 80.0%. As a reaction SMILES: [CH:1]([C:3]1[CH:11]=[CH:10][C:6]([C:7]([OH:9])=[O:8])=[CH:5][CH:4]=1)=O.[C:12](P(C1C=CC=CC=1)(C1C=CC=CC=1)C1C=CC=CC=1)([O:14][CH2:15][CH3:16])=[O:13].[OH-].[Na+].[CH2:38]1COCC1>O>[CH2:15]([O:14][C:12](/[CH:38]=[CH:1]/[C:3]1[CH:11]=[CH:10][C:6]([C:7]([OH:9])=[O:8])=[CH:5][CH:4]=1)=[O:13])[CH3:16] |f:2.3|. Procedure details: To a stirred solution of 4-formyl-benzoic acid (10.0 g, 66.7 mmol) in THF (140 ml) was added carboethoxytriphenylphosphorane (25.0 g, 71.8 mmol). To this solution was added NaOH (2.50 g, 66.7 mmol) as a solution in water (20 ml). The reaction was stirred at rt overnight. The reaction mixture was diluted with water (50 ml) and extracted with EtOAc (3×50 ml). The combined extracts were dried over MgSO4, filtered, and concentrated in vacuo. The residue was purified by flash chromatography (SiO2, 5%... Starting materials: C(=O)(OCC1=CC=CC=C1)N1[C@H](C(=O)O)CCC1 (N-carbobenzoxyproline), N,N'-carbonyldiimidazole, C(C1=CC=CC=C1)OCC1=C(NC)C=CC=C1 (o-(benzyloxymethyl)-N-methylaniline). Run in O1CCCC1 (tetrahydrofuran). Yields the product CN1C(C2N(CC3=C1C=CC=C3)CCC2)=O (1,2,3,5,10,11a-hexahydro- 10-methyl-11H-pyrrolo[2,1-c] [1,4]benzodiazepin-11-one). As a reaction SMILES: [C:1]([N:11]1[CH2:18][CH2:17][CH2:16][C@H:12]1[C:13]([OH:15])=O)(OCC1C=CC=CC=1)=O.C(OC[C:28]1[CH:35]=[CH:34][CH:33]=[CH:32][C:29]=1[NH:30][CH3:31])C1C=CC=CC=1>O1CCCC1>[CH3:31][N:30]1[C:29]2[CH:32]=[CH:33][CH:34]=[CH:35][C:28]=2[CH2:1][N:11]2[CH2:18][CH2:17][CH2:16][CH:12]2[C:13]1=[O:15]. Procedure details: A mixture of 2.5 g. of N-carbobenzoxyproline, 1.7 g. of N,N'-carbonyldiimidazole and 25 ml. of tetrahydrofuran is stirred for 1 hour at room temperature and 2.2 g. of o-(benzyloxymethyl)-N-methylaniline is added. The mixture is heated at reflux temperature for 4 hours and concentrated to remove the solvent. The residue is mixed with 200 ml. of ethanol and 2 g. of 10% palladium-on-carbon catalyst and shaken in a Parr hydrogenator under about 3 atmospheres of hydrogen pressure until uptake is comp... The reactants are COC(=O)NC1=CC=C(C=C1)CCOC1=CC=C(C=C2C(NC(S2)=O)=O)C=C1 (5-(4-[2-(4-methoxycarbonylaminophenyl)ethoxy]benzylidene)thiazolidine-2,4-dione). The reagents and catalysts are [Pd] (Pd/C). The solvent is C(C)(=O)OCC (ethyl acetate). The product is COC(=O)NC1=CC=C(C=C1)CCOC1=CC=C(C=C1)CC1C(NC(S1)=O)=O (5-([4-[2-(4-Methoxycarbonylaminophenyl)ethoxy]phenyl]methyl)thiazolidine-2,4-dione). The yield is 46.9%. RXN SMILES: [CH3:1][O:2][C:3]([NH:5][C:6]1[CH:11]=[CH:10][C:9]([CH2:12][CH2:13][O:14][C:15]2[CH:28]=[CH:27][C:18]([CH:19]=[C:20]3[S:24][C:23](=[O:25])[NH:22][C:21]3=[O:26])=[CH:17][CH:16]=2)=[CH:8][CH:7]=1)=[O:4]>C(OCC)(=O)C.[Pd]>[CH3:1][O:2][C:3]([NH:5][C:6]1[CH:7]=[CH:8][C:9]([CH2:12][CH2:13][O:14][C:15]2[CH:28]=[CH:27][C:18]([CH2:19][CH:20]3[S:24][C:23](=[O:25])[NH:22][C:21]3=[O:26])=[CH:17][CH:16]=2)=[CH:10][CH:11]=1)=[O:4]. Procedure: 1 g (2.5 mmole) 5-(4-[2-(4-methoxycarbonylaminophenyl)ethoxy]benzylidene)thiazolidine-2,4-dione was mixed with Pd/C (5%) and hydrogenated in ethyl acetate for 4 hours at room temperature. The catalyst was filtered off through celite and the solvent was evaporated in vacuo. All of the starting material was not consumed so the hydrogenation was restarted as above. The catalyst was filtered off through celite and the solvent was evaporated in vacuo. The crude product was purified by crystallization... The reactants are C(C)(=O)Cl (acetyl chloride), TEA, NC=1SC(=CC1C(=O)N)C1CCCCC1 (2-amino-5-cyclohexylthiophene-3-carboxamide). The solvent is C1CCOC1 (THF). Conditions: time 17 hour. Yields the product C1(CCCCC1)C1=CC2=C(N=C(NC2=O)C)S1 (6-cyclohexyl-2-methylthieno[2,3-d]pyrimidin-4(3H)-one). As a reaction SMILES: [NH2:1][C:2]1[S:3][C:4]([CH:10]2[CH2:15][CH2:14][CH2:13][CH2:12][CH2:11]2)=[CH:5][C:6]=1[C:7]([NH2:9])=[O:8].[C:16](Cl)(=O)[CH3:17]>C1COCC1>[CH:10]1([C:4]2[S:3][C:2]3[N:1]=[C:16]([CH3:17])[NH:9][C:7](=[O:8])[C:6]=3[CH:5]=2)[CH2:11][CH2:12][CH2:13][CH2:14][CH2:15]1. Procedure: To a mixture of 2-amino-5-cyclohexylthiophene-3-carboxamide (53.5 g) and THF (500 mL) were added dropwise acetyl chloride (18 mL) and TEA (36 mL) under ice-cooling, followed by stirring at room temperature for 17 hours. The reaction mixture was concentrated under reduced pressure. To the residue were added EtOH (500 mL) and a 1 M aqueous NaOH solution (500 mL), followed by stirring at 80° C. for 24 hours. The reaction mixture was left to be cooled to room temperature, and 1 M hydrochloric acid (... Starting materials: CC(=O)c1ccc(Br)nc1, C1CCOC1, Cc1cc(Nc2nccc(C(F)(F)F)n2)cc(-c2cncs2)c1, CC(C)[N-]C(C)C, [Li+]. Product: Cc1cc(Nc2nccc(C(F)(F)F)n2)cc(-c2cnc(C(C)(O)c3ccc(Br)nc3)s2)c1. Reaction SMILES: [Br:32][c:33]1[cH:34][cH:35][c:36]([C:39]([CH3:40])=[O:41])[cH:37][n:38]1.[CH2:42]1[O:43][CH2:44][CH2:45][CH2:46]1.[CH3:9][c:10]1[cH:11][c:12]([NH:21][c:22]2[n:23][cH:24][cH:25][c:26]([C:28]([F:29])([F:30])[F:31])[n:27]2)[cH:13][c:14](-[c:16]2[cH:17][n:18][cH:19][s:20]2)[cH:15]1.[CH:1]([N-:2][CH:3]([CH3:4])[CH3:5])([CH3:6])[CH3:7].[Li+:8]>>[CH3:9][c:10]1[cH:11][c:12]([NH:21][c:22]2[n:23][cH:24][cH:25][c:26]([C:28]([F:29])([F:30])[F:31])[n:27]2)[cH:13][c:14](-[c:16]2[cH:17][n:18][c:19]([C:39]([c:36]3[cH:35][cH:34][c:33]([Br:32])[n:38][cH:37]3)([CH3:40])[OH:41])[s:20]2)[cH:15]1. The reactants are CCCN(CCC)C(=O)c1cc(C(N)=O)cc(C(=O)O)c1, CCN(C(C)C)C(C)C, NC(Cc1ccccc1)C(O)C(O)CCCc1ccccc1, O=C([O-])C(F)(F)F. Yields the product CCCN(CCC)C(=O)c1cc(C(N)=O)cc(C(=O)NC(Cc2ccccc2)C(O)C(O)CCCc2ccccc2)c1. As a reaction SMILES: [C:30]([NH2:31])(=[O:32])[c:33]1[cH:34][c:35]([C:36](=[O:37])[OH:38])[cH:39][c:40]([C:42]([N:43]([CH2:44][CH2:45][CH3:46])[CH2:47][CH2:48][CH3:49])=[O:50])[cH:41]1.[CH:51]([N:52]([CH2:53][CH3:54])[CH:55]([CH3:56])[CH3:57])([CH3:58])[CH3:59].[NH2:8][CH:9]([CH2:10][c:11]1[cH:12][cH:13][cH:14][cH:15][cH:16]1)[CH:17]([CH:18]([CH2:19][CH2:20][CH2:21][c:22]1[cH:23][cH:24][cH:25][cH:26][cH:27]1)[OH:28])[OH:29].[O-:1][C:2]([C:3]([F:4])([F:5])[F:6])=[O:7]>>[NH:8]([CH:9]([CH2:10][c:11]1[cH:12][cH:13][cH:14][cH:15][cH:16]1)[CH:17]([CH:18]([CH2:19][CH2:20][CH2:21][c:22]1[cH:23][cH:24][cH:25][cH:26][cH:27]1)[OH:28])[OH:29])[C:36]([c:35]1[cH:34][c:33]([C:30]([NH2:31])=[O:32])[cH:41][c:40]([C:42]([N:43]([CH2:44][CH2:45][CH3:46])[CH2:47][CH2:48][CH3:49])=[O:50])[cH:39]1)=[O:37].